Dataset: the Open Reaction Database (ORD), a public repository of structured organic reaction records. Task: describe an organic reaction: reactants, conditions, products, and yield The reactants are CC1=C(C=CC=C1\C=C(/C)\[N+](=O)[O-])NC(OCC1=CC=CC=C1)=O ((E)-benzyl (2-methyl-3-(2-nitroprop-1-en-1-yl)phenyl)carbamate), BrC1=CC=C2C=CNC2=C1 (6-bromo-1H-indole). Run at temperature 140 celsius. Yields the product BrC1=CC=C2C(=CNC2=C1)C(C(C)[N+](=O)[O-])C=1C(=C(C=CC1)NC(OCC1=CC=CC=C1)=O)C (benzyl (3-(1-(6-bromo-1H-indol-3-yl)-2-nitropropyl)-2-methylphenyl)carbamate). Yield: 31.3%. As a reaction SMILES: [CH3:1][C:2]1[C:7](/[CH:8]=[C:9](/[N+:11]([O-:13])=[O:12])\[CH3:10])=[CH:6][CH:5]=[CH:4][C:3]=1[NH:14][C:15](=[O:24])[O:16][CH2:17][C:18]1[CH:23]=[CH:22][CH:21]=[CH:20][CH:19]=1.[Br:25][C:26]1[CH:34]=[C:33]2[C:29]([CH:30]=[CH:31][NH:32]2)=[CH:28][CH:27]=1>>[Br:25][C:26]1[CH:34]=[C:33]2[C:29]([C:30]([CH:8]([C:7]3[C:2]([CH3:1])=[C:3]([NH:14][C:15](=[O:24])[O:16][CH2:17][C:18]4[CH:23]=[CH:22][CH:21]=[CH:20][CH:19]=4)[CH:4]=[CH:5][CH:6]=3)[CH:9]([N+:11]([O-:13])=[O:12])[CH3:10])=[CH:31][NH:32]2)=[CH:28][CH:27]=1. Procedure: A mixture of (E)-benzyl (2-methyl-3-(2-nitroprop-1-en-1-yl)phenyl)carbamate (5.16 g, 15.8 mmol) and 6-bromo-1H-indole (6.20 g, 31.6 mmol) was heated neat at 140° C. overnight. The crude reaction mixture was purified by flash silica gel chromatography using a mixture of ethyl acetate in hexane (20%-35%-50%) to give benzyl (3-(1-(6-bromo-1H-indol-3-yl)-2-nitropropyl)-2-methylphenyl)carbamate (2.58 g, 4.94 mmol, 31% yield) as a burgundy oil/solid and as a 1:1 mixture of diastereomers.